From a dataset of the Open Reaction Database (ORD), a public repository of structured organic reaction records. describe an organic reaction: reactants, conditions, products, and yield The reactants are C(C)(C)(C)OC(=O)NCCOCC=1C=C(CCNC=2C(N(C(=CN2)C)CC(=O)O)=O)C=CC1 (2-[3-{[3-({2-[(tert-butoxycarbonyl)amino]ethoxy}methyl)phenethyl]amino)6-methyl-2-oxo-1(2H)-pyrazinyl]acetic acid), CC1=CNC2=CC=C(C=C12)CN ((3-methyl-1H-indol-5-yl)methylamine), C=1C=CC2=C(C1)N=NN2O (HOBT), Cl (HCl), CN1CCOCC1 (N-methylmorpholine). Solvent: CN(C=O)C (N,N-dimethylformamide). The product is CC=1N(C(C(=NC1)NCCC=1C=C(COCCNC(OC(C)(C)C)=O)C=CC1)=O)CC(=O)NCC=1C=C2C(=CNC2=CC1)C (tert-Butyl 2-{[3-(2-{[5-methyl-4-(2-{[(3-methyl-1H-indol-5-yl)methyl]amino}-2-oxoethyl)-3-oxo-3,4-dihydro-2-pyrazinyl]amino}ethyl)benzyl]oxy}ethylcarbamate). The yield is 96.1%. As a reaction SMILES: [C:1]([O:5][C:6]([NH:8][CH2:9][CH2:10][O:11][CH2:12][C:13]1[CH:14]=[C:15]([CH:31]=[CH:32][CH:33]=1)[CH2:16][CH2:17][NH:18][C:19]1[C:20](=[O:30])[N:21]([CH2:26][C:27]([OH:29])=O)[C:22]([CH3:25])=[CH:23][N:24]=1)=[O:7])([CH3:4])([CH3:3])[CH3:2].[CH3:34][C:35]1[C:43]2[C:38](=[CH:39][CH:40]=[C:41]([CH2:44][NH2:45])[CH:42]=2)[NH:37][CH:36]=1.C1C=CC2N(O)N=NC=2C=1.Cl.CN1CCOCC1>CN(C)C=O>[CH3:25][C:22]1[N:21]([CH2:26][C:27]([NH:45][CH2:44][C:41]2[CH:42]=[C:43]3[C:38](=[CH:39][CH:40]=2)[NH:37][CH:36]=[C:35]3[CH3:34])=[O:29])[C:20](=[O:30])[C:19]([NH:18][CH2:17][CH2:16][C:15]2[CH:14]=[C:13]([CH:33]=[CH:32][CH:31]=2)[CH2:12][O:11][CH2:10][CH2:9][NH:8][C:6](=[O:7])[O:5][C:1]([CH3:4])([CH3:2])[CH3:3])=[N:24][CH:23]=1. Reported procedure: A mixture of 2-[3-{[3-({2-[(tert-butoxycarbonyl)amino]ethoxy}methyl)phenethyl]amino)6-methyl-2-oxo-1(2H)-pyrazinyl]acetic acid (preparation 107) (174 mg, 0.38 mmol), (3-methyl-1H-indol-5-yl)methylamine (preparation 36) (67 mg, 0.42 mmol), HOBT (77 mg, 0.57 mmol), WSCDI.HCl (91 mg, 0.47 mmol) and N-methylmorpholine (124 ml, 1.13 mmol) in N,N-dimethylformamide (5 ml), was stirred at room temperature for 20 hrs. The reaction mixture was partitioned between ethyl acetate and water and the .phases se... The reactants are C(C1=CC=CC=C1)(=O)N1CCC(CC1)C=1N=C2N(C=CC=C2)C1 (1-Benzoyl-4-(imidazo[1,2-a]pyridin-2-yl)-piperidine), [OH-].[K+] (KOH). Solvent: C(C)O (ethanol). Yields the product N=1C(=CN2C1C=CC=C2)C2CCNCC2 (4-(Imidazo[1,2-a]pyridin-2-yl)piperidine). Isolated yield 47.7%. Reaction SMILES: C([N:9]1[CH2:14][CH2:13][CH:12]([C:15]2[N:16]=[C:17]3[CH:22]=[CH:21][CH:20]=[CH:19][N:18]3[CH:23]=2)[CH2:11][CH2:10]1)(=O)C1C=CC=CC=1.[OH-].[K+]>C(O)C>[N:16]1[C:15]([CH:12]2[CH2:13][CH2:14][NH:9][CH2:10][CH2:11]2)=[CH:23][N:18]2[CH:19]=[CH:20][CH:21]=[CH:22][C:17]=12 |f:1.2|. Procedure: To a solution of 70 mg of 1-benzoyl-4-(imidazo[1,2-a]pyridin-2-yl)-piperidine (from Step A) in 4 mL of ethanol was added 1 mL of 45% KOH solution. The reaction was refluxed for 14 hours. After concentration, the mixture was partitioned between EtOAc and water. Aqueous layer was extracted with EtOAc (3×). The combined organic phase was washed with brine, dried over MgSO4 and concentrated to give 22 mg of the title compound as a viscous oil. Reactants: C(CCC)N1C(=CC2=CC=CC=C12)C (1n-butyl-2-methylindole), [N+](=O)([O-])C=1C=C2C(C(=O)OC2=O)=CC1 (4-nitrophthalic anhydride). Run in C(C)OC(C)=O (ethylacetate). Conditions: temperature 80 celsius. Yields the product C(CCC)N1C(=C(C2=CC=CC=C12)C(C1=C(C=C(C=C1)[N+](=O)[O-])C(=O)O)=O)C (1-n-butyl-2-methyl-3-(2'-carboxy-4'-nitrobenzoyl) indole), C(CCC)N1C(=C(C2=CC=CC=C12)C(C1=C(C=CC(=C1)[N+](=O)[O-])C(=O)O)=O)C (1-n-butyl-2-methyl-3-(2'-carboxy-5'-nitro-benzoyl)-indole). RXN SMILES: [CH2:1]([N:5]1[C:13]2[C:8](=[CH:9][CH:10]=[CH:11][CH:12]=2)[CH:7]=[C:6]1[CH3:14])[CH2:2][CH2:3][CH3:4].[N+:15]([C:18]1[CH:19]=[C:20]2[C:25](=[O:26])[O:24][C:22](=[O:23])[C:21]2=[CH:27][CH:28]=1)([O-:17])=[O:16]>C(OC(=O)C)C>[CH2:1]([N:5]1[C:13]2[C:8](=[CH:9][CH:10]=[CH:11][CH:12]=2)[C:7]([C:22](=[O:23])[C:21]2[CH:27]=[CH:28][C:18]([N+:15]([O-:17])=[O:16])=[CH:19][C:20]=2[C:25]([OH:26])=[O:24])=[C:6]1[CH3:14])[CH2:2][CH2:3][CH3:4].[CH2:1]([N:5]1[C:13]2[C:8](=[CH:9][CH:10]=[CH:11][CH:12]=2)[C:7]([C:25](=[O:26])[C:20]2[CH:19]=[C:18]([N+:15]([O-:17])=[O:16])[CH:28]=[CH:27][C:21]=2[C:22]([OH:24])=[O:23])=[C:6]1[CH3:14])[CH2:2][CH2:3][CH3:4]. Procedure details: To a solution of 12.35 g of 1n-butyl-2-methylindole in 20 ml ethylacetate at 70° C, 11.6 g 4-nitrophthalic anhydride is added over 10 minutes. The reaction mixture is stirred under reflux at 80° C for C. hour and cooled to 20° C The crystalline solid thus obtained is filtered off, washed with a mixture of ethyl acetate and petroleum ether and dried in vacuo at 80° C to yield 19.6 g (86% of theory) of the two isomers 1-n-butyl-2-methyl-3-(2'-carboxy-4'-nitrobenzoyl) indole and 1-n-butyl-2-methyl-...